From a dataset of the Open Reaction Database (ORD), a public repository of structured organic reaction records. describe an organic reaction: reactants, conditions, products, and yield The reactants are [Na] (Sodium), CO (methanol), BrC1=CC(=CC(=N1)NCCN)C (N-(6-bromo-4-methyl-2-pyridyl)ethane-1,2-diamine). Conditions: temperature 140 celsius. The product is COC1=CC(=CC(=N1)NCCN)C (N-(6-Methoxy-4-methyl-2-pyridyl)ethane-1,2-diamine). As a reaction SMILES: [Na].Br[C:3]1[N:8]=[C:7]([NH:9][CH2:10][CH2:11][NH2:12])[CH:6]=[C:5]([CH3:13])[CH:4]=1.[CH3:14][OH:15]>>[CH3:14][O:15][C:3]1[N:8]=[C:7]([NH:9][CH2:10][CH2:11][NH2:12])[CH:6]=[C:5]([CH3:13])[CH:4]=1 |^1:0|. Procedure details: Sodium (45 mg, 1.96 mmol) was dissolved in methanol (1.5 ml), N-(6-bromo-4-methyl-2-pyridyl)ethane-1,2-diamine (69 mg, 0.3 mmol) was added and the resulting mixture was stirred under microwave heating at 140° C. for three hours. The mixture was concentrated under reduced pressure and the residue was washed several times with ethyl acetate and acetonitrile. The washing solutions were decanted from the solid, the combined washing solutions were evaporated to dryness under reduced pressure to yield... The reactants are BrC1=CC=C(C=C1)C(=O)C=1N(C(=NC1)SCCCN1CCCCC1)C ((4-Bromophenyl)-[3-methyl-2-(3-piperidin-1-yl-propylsulfanyl)-3H-imidazol-4-yl]-methanone), product. Reagents/catalysts: O=[Mn]=O (MnO2). The product is BrC1=CC=C(C=C1)C(O)C=1N(C(=NC1)SCCCN1CCCCC1)C ((4-Bromophenyl)-[3-methyl-2-(3-piperidin-1-yl-propylsulfanyl)-3H-imidazol-4-yl]-methanol). The yield is 20.0%. As a reaction SMILES: [Br:1][C:2]1[CH:7]=[CH:6][C:5]([C:8]([C:10]2[N:11]([CH3:25])[C:12]([S:15][CH2:16][CH2:17][CH2:18][N:19]3[CH2:24][CH2:23][CH2:22][CH2:21][CH2:20]3)=[N:13][CH:14]=2)=[O:9])=[CH:4][CH:3]=1>O=[Mn]=O>[Br:1][C:2]1[CH:7]=[CH:6][C:5]([CH:8]([C:10]2[N:11]([CH3:25])[C:12]([S:15][CH2:16][CH2:17][CH2:18][N:19]3[CH2:24][CH2:23][CH2:22][CH2:21][CH2:20]3)=[N:13][CH:14]=2)[OH:9])=[CH:4][CH:3]=1. Reported procedure: The product of Example III, Step B (0.11 g) in acetone (5 mL) and DMF (5 mL) was treated with piperidine (0.22 g) and K2CO3 (1.8 g). The reaction mixture was allowed to stir for 16 h and then partitioned between EtOAc (75 mL) and aqueous (aq.) saturated (satd.) NaHCO3 (50 mL). The organic portion was washed with brine (50 mL), dried over MgSO4, filtered and concentrated under reduced pressure. The residue was purified by column chromatography on silica gel using 2-5% MeOH/CH2Cl2 as the eluent to... Reactants: C(C1=CC=CC=C1)N1CCN(CC1)[C@H](C(=O)OC)CNC(C1=CC=C(C=C1)OCOCCOC)=O (methyl (S)-2-(4-benzylpiperazin-1-yl)-3-[4-(2-methoxyethoxymethoxy)-benzoylamino]propanoate). Reagents/catalysts: [Pd] (palladium on carbon). The solvent is C(C)O (ethanol). Reaction conditions: time 18 hour. The product is COCCOCOC1=CC=C(C(=O)NC[C@@H](C(=O)OC)N2CCNCC2)C=C1 (methyl (S)-3-[4-(2-methoxyethoxy-methoxy)benzoylamino]-2-piperazin-1-ylpropanoate). Isolated yield 89.8%. As a reaction SMILES: C([N:8]1[CH2:13][CH2:12][N:11]([C@@H:14]([CH2:19][NH:20][C:21](=[O:35])[C:22]2[CH:27]=[CH:26][C:25]([O:28][CH2:29][O:30][CH2:31][CH2:32][O:33][CH3:34])=[CH:24][CH:23]=2)[C:15]([O:17][CH3:18])=[O:16])[CH2:10][CH2:9]1)C1C=CC=CC=1>[Pd].C(O)C>[CH3:34][O:33][CH2:32][CH2:31][O:30][CH2:29][O:28][C:25]1[CH:26]=[CH:27][C:22]([C:21]([NH:20][CH2:19][C@H:14]([N:11]2[CH2:10][CH2:9][NH:8][CH2:13][CH2:12]2)[C:15]([O:17][CH3:18])=[O:16])=[O:35])=[CH:23][CH:24]=1. Reported procedure: 520 mg of 10 wt % palladium on carbon are added to a solution of 5.2 g (10.7 mmol) of methyl (S)-2-(4-benzylpiperazin-1-yl)-3-[4-(2-methoxyethoxymethoxy)-benzoylamino]propanoate (prepared as described in example 22-4) in 80 ml of ethanol previously degassed under a stream of nitrogen, and the mixture is placed under hydrogen at atmospheric pressure. After stirring for 18 h at ambient temperature, the reaction medium is filtered over celite. The filtrate is concentrated to give 3.8 g (90%) of met... The reactants are C(C=C)OC(=O)N1[C@@H](C[C@@H](C1)SC(=O)OC(C)(C)C)C=O ((2S,4S)-2-Formyl-4-BOCsulfanyl-pyrrolidine-1-carboxylic acid allyl ester), C(C=C)OC(=O)N1[C@@H](C[C@@H](C1)SC(=O)OC(C)(C)C)C=O ((2S,4S)-2-Formyl-4-BOCsulfanyl-pyrrolidine-1-carboxylic acid allyl ester), C1(=CC=CC2=CC=CC=C12)CN (1-naphthalenemethylamine), 4A, C(C)(=O)O[BH-](OC(C)=O)OC(C)=O.[Na+] (sodium triacetoxyborohydride). Solvent: ClCCl (dichloromethane), ClCCl (dichloromethane). Reaction conditions: temperature -20 celsius, time 30 minute. The product is C(C=C)OC(=O)N1CCC(C1)SC(=O)OC(C)(C)C (4-BOCsulfanyl-pyrrolidine-1-carboxylic acid allyl ester). Reaction SMILES: [CH2:1]([O:4][C:5]([N:7]1[CH2:11][C@@H:10]([S:12][C:13]([O:15][C:16]([CH3:19])([CH3:18])[CH3:17])=[O:14])[CH2:9][C@H:8]1C=O)=[O:6])[CH:2]=[CH2:3].C1(CN)C2C(=CC=CC=2)C=CC=1.C(O[BH-](OC(=O)C)OC(=O)C)(=O)C.[Na+]>ClCCl>[CH2:1]([O:4][C:5]([N:7]1[CH2:11][CH:10]([S:12][C:13]([O:15][C:16]([CH3:19])([CH3:18])[CH3:17])=[O:14])[CH2:9][CH2:8]1)=[O:6])[CH:2]=[CH2:3] |f:2.3|. Procedure: A solution of (2S,4S)-2-formyl-4-BOCsulfanyl-pyrrolidine-1-carboxylic acid allyl ester (compound (1)) (3.11 grm. ) in dichloromethane(60 ml.) was added dropwise to a stirred mixture of of 1-naphthalenemethylamine (1.71 g), 4A molecular sieves(12 grms) and sodium triacetoxyborohydride(2.3 grms) in dichloromethane (200 ml) under an argon atmosphere at −20°. The mixture was stirred for a further 30 minutes at −20° C. and then allowed to warm to ambient temperature and stirred for a further 16 hours... Starting materials: NS(=O)(=O)C1=CC=CC=2CC(OC21)(C)C (7-aminosulfonyl-2,3-dihydro-2,2-dimethylbenzofuran), BrC(C(=O)Cl)C (2-bromopropionyl chloride). Product: CC1(OC2=C(C1)C=CC=C2S(=O)(=O)NC(C(C)Br)=O)C (N-(2,3-dihydro-2,2-dimethylbenzofuran-7-yl)sulfonyl-2-bromopropionamide). Reaction SMILES: [NH2:1][S:2]([C:5]1[C:13]2[O:12][C:11]([CH3:15])([CH3:14])[CH2:10][C:9]=2[CH:8]=[CH:7][CH:6]=1)(=[O:4])=[O:3].[Br:16][CH:17]([CH3:21])[C:18](Cl)=[O:19]>>[CH3:14][C:11]1([CH3:15])[CH2:10][C:9]2[CH:8]=[CH:7][CH:6]=[C:5]([S:2]([NH:1][C:18](=[O:19])[CH:17]([Br:16])[CH3:21])(=[O:4])=[O:3])[C:13]=2[O:12]1. Procedure: A stirred slurry of 0.39 gram (0.0017 mole) of 7-aminosulfonyl-2,3-dihydro-2,2-dimethylbenzofuran and 1 ml of 2-bromopropionyl chloride was heated at 96° for 35 minutes, then at reflux for 30 minutes. The reaction mixture was cooled to ambient temperature and washed repeatedly with petroleum ether to remove excess acid chloride. The residue was 0.53 gram of N-(2,3-dihydro-2,2-dimethylbenzofuran-7-yl)sulfonyl-2-bromopropionamide; m.p. 224°-226° C. The reactants are CI (methyliodide), C(=O)(OC(C)(C)C)N[C@@H](CC(C)C)CO (BOC-leucinol), solution, C[Si](C)(C)[N-][Si](C)(C)C.[Li+] (lithium bis(trimethylsilyl)amide). Solvent: O1CCCC1 (tetrahydrofuran), O1CCCC1 (tetrahydrofuran). Run at time 10 minute. Yields the product COC[C@@H](NC(=O)OC(C)(C)C)CC(C)C (BOC-leucinol methyl ether). The yield is 83.0%. Reaction SMILES: [C:1]([NH:8][C@H:9]([CH2:14][OH:15])[CH2:10][CH:11]([CH3:13])[CH3:12])([O:3][C:4]([CH3:7])([CH3:6])[CH3:5])=[O:2].[CH3:16][Si]([N-][Si](C)(C)C)(C)C.[Li+].CI>O1CCCC1>[CH3:16][O:15][CH2:14][C@H:9]([CH2:10][CH:11]([CH3:12])[CH3:13])[NH:8][C:1]([O:3][C:4]([CH3:6])([CH3:5])[CH3:7])=[O:2] |f:1.2|. Procedure details: To a stirred solution of 463 mg (2.43 mmol) of BOC-leucinol in 2 ml of tetrahydrofuran at -78° C. under argon is added 2.4 mL (2.4 mmol) of a 1 M solution of lithium bis(trimethylsilyl)amide in tetrahydrofuran. After 10 minutes, 0.3 ml (4.8 mmol) of methyliodide was added and the resulting mixture is allowed to warm to room temperature. It is then heated to reflux for 1 hour and then cooled. The mixture is partitioned between 40 ml of dichloromethane and 30 ml portions of dichloromethane. The co... The reactants are ClCCCC(C1=CC=CC=C1)C1=CC=CC=C1 (1-chloro-4,4-diphenylbutane), ClC1=CC2=C(N(C(N2)=O)C2CCNCC2)C=C1 (5-chloro-1-(4-piperidyl)-2-benzimidazolinone), C([O-])([O-])=O.[Na+].[Na+] (sodium carbonate), [I-].[K+] (potassium iodide). The solvent is O (water), O (water), CC(CC(C)=O)C (4-methyl-2-pentanone). Product: ClC1=CC2=C(N(C(N2)=O)C2CCN(CC2)CCCC(C2=CC=CC=C2)C2=CC=CC=C2)C=C1 (5-chloro-1,3-dihydro-1-[1-(4,4-diphenylbutyl)-4-piperidinyl]-2-H-benzimidazol-2-one). Reaction SMILES: Cl[CH2:2][CH2:3][CH2:4][CH:5]([C:12]1[CH:17]=[CH:16][CH:15]=[CH:14][CH:13]=1)[C:6]1[CH:11]=[CH:10][CH:9]=[CH:8][CH:7]=1.[Cl:18][C:19]1[CH:34]=[CH:33][C:22]2[N:23]([CH:27]3[CH2:32][CH2:31][NH:30][CH2:29][CH2:28]3)[C:24](=[O:26])[NH:25][C:21]=2[CH:20]=1.C(=O)([O-])[O-].[Na+].[Na+].[I-].[K+]>O.CC(C)CC(=O)C>[Cl:18][C:19]1[CH:34]=[CH:33][C:22]2[N:23]([CH:27]3[CH2:28][CH2:29][N:30]([CH2:2][CH2:3][CH2:4][CH:5]([C:12]4[CH:17]=[CH:16][CH:15]=[CH:14][CH:13]=4)[C:6]4[CH:11]=[CH:10][CH:9]=[CH:8][CH:7]=4)[CH2:31][CH2:32]3)[C:24](=[O:26])[NH:25][C:21]=2[CH:20]=1 |f:2.3.4,5.6|. Reported procedure: A mixture of 7.35 parts of 1-chloro-4,4-diphenylbutane, 6.3 parts of 5-chloro-1-(4-piperidyl)-2-benzimidazolinone, 6.35 parts of sodium carbonate, 0.1 parts of potassium iodide and 200 parts of 4-methyl-2-pentanone is stirred and refluxed for 48 hours with water-separator. The reaction mixture is cooled to room temperature and water is added. The organic layer is separated, dried, filtered and evaporated. The residue is crystallized twice; first from 2-propanol and then from 4-methyl-2-pentanone... Starting materials: CCOC(=O)c1cc(-c2ccc(O)cc2)[nH]n1, C1COCCO1, Cl, [Na+], [OH-], O. The product is O=C(O)c1cc(-c2ccc(O)cc2)[nH]n1. As a reaction SMILES: [CH2:1]([CH3:2])[O:3][C:4](=[O:5])[c:6]1[n:7][nH:8][c:9](-[c:11]2[cH:12][cH:13][c:14]([OH:17])[cH:15][cH:16]2)[cH:10]1.[CH2:21]1[O:22][CH2:23][CH2:24][O:25][CH2:26]1.[ClH:20].[Na+:19].[OH-:18].[OH2:27]>>[O:3]=[C:4]([OH:5])[c:6]1[n:7][nH:8][c:9](-[c:11]2[cH:12][cH:13][c:14]([OH:17])[cH:15][cH:16]2)[cH:10]1.